This data is from the Open Reaction Database (ORD), a public repository of structured organic reaction records. The task is: describe an organic reaction: reactants, conditions, products, and yield Reactants: [Al+3], C1CCOC1, CN1CCOCC1, CCOC(=O)Cl, [H-], [H-], [H-], [H-], [Li+], [Na+], [OH-], O, O=C(O)c1nc(-c2ccccc2)oc1C(F)(F)F. RXN SMILES: [Al+3:33].[CH2:40]1[O:41][CH2:42][CH2:43][CH2:44]1.[CH3:19][N:20]1[CH2:21][CH2:22][O:23][CH2:24][CH2:25]1.[Cl:26][C:27]([O:28][CH2:29][CH3:30])=[O:31].[H-:32].[H-:35].[H-:36].[H-:37].[Li+:34].[Na+:39].[OH-:38].[OH2:45].[c:1]1(-[c:7]2[o:8][c:9]([C:15]([F:16])([F:17])[F:18])[c:10]([C:12](=[O:13])[OH:14])[n:11]2)[cH:2][cH:3][cH:4][cH:5][cH:6]1>>[c:1]1(-[c:7]2[o:8][c:9]([C:15]([F:16])([F:17])[F:18])[c:10]([CH2:12][OH:13])[n:11]2)[cH:2][cH:3][cH:4][cH:5][cH:6]1. Yields the product OCc1nc(-c2ccccc2)oc1C(F)(F)F.